This data is from the Open Reaction Database (ORD), a public repository of structured organic reaction records. The task is: describe an organic reaction: reactants, conditions, products, and yield The reactants are C(C)(=O)O (acetic acid), 3g, [Na] (sodium), Cl.C(C)OC(CC(=O)OCC)=N (ethyl β-ethoxy-β-iminopropionate hydrochloride), ClC1=C(C(=CC(=C1)C(=O)OC)Cl)NN (2,6 -dichloro-4-methoxycarbonylphenylhydrazine), ClC1=C(C(=CC(=C1)C(=O)OC)Cl)NN (2,6 -dichloro-4-methoxycarbonylphenylhydrazine). Run in CO (methanol), O (water), CO (methanol). Run at time 1 hour. The product is ClC1=C(C(=CC(=C1)C(=O)OC)Cl)N1NC(=CC1=O)OCC (1-(2,6 -dichloro-4-methoxycarbonylphenyl)-3-ethoxy-5-pyrazolone). Isolated yield 65.1%. As a reaction SMILES: Cl.[CH2:2]([O:4][C:5](=N)[CH2:6][C:7](OCC)=[O:8])[CH3:3].[Cl:13][C:14]1[CH:19]=[C:18]([C:20]([O:22][CH3:23])=[O:21])[CH:17]=[C:16]([Cl:24])[C:15]=1[NH:25][NH2:26].[Na].C(O)(=O)C>CO.O>[Cl:13][C:14]1[CH:19]=[C:18]([C:20]([O:22][CH3:23])=[O:21])[CH:17]=[C:16]([Cl:24])[C:15]=1[N:25]1[C:7](=[O:8])[CH:6]=[C:5]([O:4][CH2:2][CH3:3])[NH:26]1 |f:0.1,^1:26|. Procedure: Preparation using the method described in U.S. Pat. No. 3,615,506. A mixture of 11 g of ethyl β-ethoxy-β-iminopropionate hydrochloride and 12 g of 2,6 -dichloro-4-methoxycarbonylphenylhydrazine [Intermediate (h) used in Method (a) above] in 100 ml of methanol was stirred at room temperature for 1 hour. A solution containing 3g of metallic sodium dissolved in 50 ml of methanol was added dropwise to the mixture, and the mixture was further stirred at room temperature (about 20°-30°C) for 1 hour. A... The reactants are [C-]#N, [Cl-], Cl, COC(=O)c1c(SC)ccc(I)c1C, CN(C)C=O, O. Product: COC(=O)c1c(SC)ccc(C#N)c1C. As a reaction SMILES: [C-:15]#[N:16].[Cl-:17].[ClH:24].[I:1][c:2]1[c:3]([CH3:14])[c:4]([C:5](=[O:6])[O:7][CH3:8])[c:9]([S:12][CH3:13])[cH:10][cH:11]1.[O:18]=[CH:19][N:20]([CH3:21])[CH3:22].[OH2:23]>>[c:2]1([C:15]#[N:16])[c:3]([CH3:14])[c:4]([C:5](=[O:6])[O:7][CH3:8])[c:9]([S:12][CH3:13])[cH:10][cH:11]1.